From a dataset of the Open Reaction Database (ORD), a public repository of structured organic reaction records. describe an organic reaction: reactants, conditions, products, and yield Reactants: O([N+](=O)[O-])C1CCNCC1 (4-Nitroxypiperidine), [O-]C#N.[K+] (potassium cyanate), O (water), CO (methanol). Solvent: C(C)(=O)O (acetic acid). Run at time 4 hour. Product: NC(=O)N1CCC(CC1)O[N+](=O)[O-] (1-Aminocarbonyl-4-nitroxypiperidine). Reaction SMILES: [O:1]([CH:5]1[CH2:10][CH2:9][NH:8][CH2:7][CH2:6]1)[N+:2]([O-:4])=[O:3].O.CO.[O-:14][C:15]#[N:16].[K+]>C(O)(=O)C>[NH2:16][C:15]([N:8]1[CH2:9][CH2:10][CH:5]([O:1][N+:2]([O-:4])=[O:3])[CH2:6][CH2:7]1)=[O:14] |f:3.4|. Procedure: 7.1 g. 4-Nitroxypiperidine are dissolved in 60 ml. water and 30 ml. methanol and mixed with 16.2 g. potassium cyanate. After the dropwise addition of 12 ml. glacial acetic acid, stirring is continued at ambient temperature for 4 hours. The inorganic salts are precipitated out by the addition of 100 ml. ethyl acetate. After suction filtration, the aqueous phase is separated off and the organic phase is dried with anhydrous sodium sulphate. After suction filtration, the filtrate is evaporated in a...